Dataset: the Open Reaction Database (ORD), a public repository of structured organic reaction records. Task: describe an organic reaction: reactants, conditions, products, and yield Procedure: A 7 mL oven dried vial was charged with 3-{3,6-diethyl-5-[(1-ethylpropyl)amino]pyrazin-2-yl}-5,6,7,8-tetrahydronaphthalen-2-yl trifluoromethanesulfonate (100 mg 0.2 mmol), 1,3-diphenylphosphinopropane (1.65 mg, 0.004 mmol), Pd(AcO)2 (0.9 mg, 0.004 mmol), and DMF (0.5 mL). The reaction was heated to 60° C. on the orbital shaker. Triethyl silane (0.08 mL, 0.5 mmol) was added at once. A color change from yellow to dark orange was observed. The vial was re-sealed with a teflon lined cap and heated t... Reactants: C(C)[SiH](CC)CC (Triethyl silane), teflon, FC(S(=O)(=O)OC1=CC=2CCCCC2C=C1C1=NC(=C(N=C1CC)NC(CC)CC)CC)(F)F (3-{3,6-diethyl-5-[(1-ethylpropyl)amino]pyrazin-2-yl}-5,6,7,8-tetrahydronaphthalen-2-yl trifluoromethanesulfonate), Pd(AcO)2, CN(C)C=O (DMF). The reagents and catalysts are C1(=CC=CC=C1)PCCCPC1=CC=CC=C1 (1,3-diphenylphosphinopropane). The yield is 75.4%. Reaction conditions: temperature 60 celsius. Reaction SMILES: FC(F)(F)S(O[C:7]1[C:16]([C:17]2[C:22]([CH2:23][CH3:24])=[N:21][C:20]([NH:25][CH:26]([CH2:29][CH3:30])[CH2:27][CH3:28])=[C:19]([CH2:31][CH3:32])[N:18]=2)=[CH:15][C:14]2[CH2:13][CH2:12][CH2:11][CH2:10][C:9]=2[CH:8]=1)(=O)=O.CN(C=O)C.C([SiH](CC)CC)C>C(OCC)(=O)C.O.C1(PCCCPC2C=CC=CC=2)C=CC=CC=1>[CH2:31]([C:19]1[C:20]([NH:25][CH:26]([CH2:29][CH3:30])[CH2:27][CH3:28])=[N:21][C:22]([CH2:23][CH3:24])=[C:17]([C:16]2[CH:7]=[CH:8][C:9]3[CH2:10][CH2:11][CH2:12][CH2:13][C:14]=3[CH:15]=2)[N:18]=1)[CH3:32]. Product: C(C)C=1C(=NC(=C(N1)C1=CC=2CCCCC2C=C1)CC)NC(CC)CC (3,6-diethyl-N-(1-ethylpropyl)-5-(5,6,7,8-tetrahydronaphthalen-2-yl)pyrazin-2-amine). Solvent: O (H2O), C(C)(=O)OCC (ethyl acetate). Reactants: C(=O)(Cl)Cl (phosgene), Cl.C1(=CC=CC=C1)C(C1=CC=CC=C1)OC(CN)=O (glycine diphenylmethyl ester hydrochloride), hydrochloride salt, S(=O)(=O)(O)C1=CC=C(C)C=C1.NCC(=O)O (glycine tosylate), C1(=CC=CC=C1)C(=[N+]=[N-])C1=CC=CC=C1 (diphenyldiazomethane). The solvent is C1(=CC=CC=C1)C (toluene), O1CCOCC1 (dioxane). The product is N(=C=O)CC(=O)OC(C1=CC=CC=C1)C1=CC=CC=C1 (isocyanatoacetic acid, diphenylmethyl ester). RXN SMILES: Cl.[C:2]1([CH:8]([O:15][C:16](=[O:19])[CH2:17][NH2:18])[C:9]2[CH:14]=[CH:13][CH:12]=[CH:11][CH:10]=2)[CH:7]=[CH:6][CH:5]=[CH:4][CH:3]=1.S(C1C=CC(C)=CC=1)(O)(=O)=O.NC[C:33](O)=[O:34].C1(C(C2C=CC=CC=2)=[N+]=[N-])C=CC=CC=1.C(Cl)(Cl)=O>O1CCOCC1.C1(C)C=CC=CC=1>[N:18]([CH2:17][C:16]([O:15][CH:8]([C:9]1[CH:10]=[CH:11][CH:12]=[CH:13][CH:14]=1)[C:2]1[CH:3]=[CH:4][CH:5]=[CH:6][CH:7]=1)=[O:19])=[C:33]=[O:34] |f:0.1,2.3|. Procedure details: A suspension of 20 g. of glycine diphenylmethyl ester hydrochloride (prepared by reacting glycine tosylate and diphenyldiazomethane in dioxane followed by conversion to the hydrochloride salt) in 300 ml. of toluene is heated to boiling with stirring. At the boiling temperature, a strong stream of phosgene is passed through the suspension for three hours. The isocyanatoacetic acid, diphenylmethyl ester is then isolated by distillation; b.p.0.01 160°-170°. Reactants: FC=1C(=NC(NC1)=O)NC(=O)NCC1=C(C=CC=C1)OC (1-(5-fluoro-2-oxo-1,2-dihydropyrimidin-4-yl)-3-(2-methoxybenzyl)urea), C(C)N=C=O (ethyl isocyanate). Run in C1CCOC1 (THF). Run at time 3 hour. Yields the product C(C)NC(=O)N1C(N=C(C(=C1)F)NC(=O)NCC1=C(C=CC=C1)OC)=O (N-ethyl-5-fluoro-4-(3-(2-methoxybenzyl)ureido)-2-oxopyrimidine-1(2H)-carboxamide). Yield: 48.3%. Reaction SMILES: [F:1][C:2]1[C:3]([NH:9][C:10]([NH:12][CH2:13][C:14]2[CH:19]=[CH:18][CH:17]=[CH:16][C:15]=2[O:20][CH3:21])=[O:11])=[N:4][C:5](=[O:8])[NH:6][CH:7]=1.[CH2:22]([N:24]=[C:25]=[O:26])[CH3:23]>C1COCC1>[CH2:22]([NH:24][C:25]([N:6]1[CH:7]=[C:2]([F:1])[C:3]([NH:9][C:10]([NH:12][CH2:13][C:14]2[CH:19]=[CH:18][CH:17]=[CH:16][C:15]=2[O:20][CH3:21])=[O:11])=[N:4][C:5]1=[O:8])=[O:26])[CH3:23]. Reported procedure: To a suspension of 1-(5-fluoro-2-oxo-1,2-dihydropyrimidin-4-yl)-3-(2-methoxybenzyl)urea (as prepared in U.S. Patent Appl. Publ. 2010022538; 0.25 g, 0.855 mmol) in dry THF (5 mL) was added ethyl isocyanate (0.074 mL, 0.941 mmol), and the mixture was stirred at room temperature for 3 h. The solvent was removed in vacuo, and the solid residue was suspended in Et2O (10 mL). The suspension was suction filtered and washed with Et2O (2×10 mL). The resulting solid was dried in vacuo to yield N-ethyl-5-f... Reactants: FC1=C(C(=O)O)C=CC(=C1)CCC (2-fluoro-4-propylbenzoic acid), S(=O)(Cl)Cl (thionyl chloride), N1=CC=CC=C1 (pyridine). The solvent is C1(=CC=CC=C1)C (toluene). Product: FC1=C(C(=O)Cl)C=CC(=C1)CCC (2-fluoro-4-propylbenzoyl chloride). As a reaction SMILES: [F:1][C:2]1[CH:10]=[C:9]([CH2:11][CH2:12][CH3:13])[CH:8]=[CH:7][C:3]=1[C:4](O)=[O:5].S(Cl)([Cl:16])=O.N1C=CC=CC=1>C1(C)C=CC=CC=1>[F:1][C:2]1[CH:10]=[C:9]([CH2:11][CH2:12][CH3:13])[CH:8]=[CH:7][C:3]=1[C:4]([Cl:16])=[O:5]. Reported procedure: First, 1.1 g (6.1 mmol) of 2-fluoro-4-propylbenzoic acid was mixed with 1.1 g (9.1 mmol) of thionyl chloride, 0.1 ml of pyridine, and 3 ml of toluene, and reacted at 80° C. for 2 hours. Excess amount of thionyl chloride and toluene were distilled off at a reduced pressure to obtain a crude 2-fluoro-4-propylbenzoyl chloride. Reactants: FC1=CC=C(C=C1)C(CC=1C(=NC=CC1)C(=O)O)=O (3-[2-(4-fluorophenyl)-2-oxoethyl]pyridine-2-carboxylic acid), C(CN)N (ethylenediamine). Solvent: ClCCCl (1,2-dichloroethane), CO (methanol). The product is FC1=CC=C(C=C1)C12CC=3C=CC=NC3C(N1CCN2)=O (10a-(4-fluorophenyl)-2,3,10,10a-tetrahydroimidazo[2,1-g][1,7]naphthyridin-5(1H)-one). Yield: 66.9%. Reaction SMILES: [F:1][C:2]1[CH:7]=[CH:6][C:5]([C:8](=O)[CH2:9][C:10]2[C:11]([C:16]([OH:18])=O)=[N:12][CH:13]=[CH:14][CH:15]=2)=[CH:4][CH:3]=1.[CH2:20]([NH2:23])[CH2:21][NH2:22]>ClCCCl.CO>[F:1][C:2]1[CH:3]=[CH:4][C:5]([C:8]23[NH:23][CH2:20][CH2:21][N:22]2[C:16](=[O:18])[C:11]2[N:12]=[CH:13][CH:14]=[CH:15][C:10]=2[CH2:9]3)=[CH:6][CH:7]=1. Procedure details: To a suspension of 3-[2-(4-fluorophenyl)-2-oxoethyl]pyridine-2-carboxylic acid (1.5 g, 5.8 mmol) in 1,2-dichloroethane (100 mL) was added ethylenediamine (8 mL, 120 mmol) and the resulting solution heated at reflux for 1 hour. The resulting suspension was then allowed to cool to room temperature before being concentrated in vacuo to yield a thick, orange gum. The gum was suspended in methanol with the aid of sonication and filtered. The filtrate was adsorbed onto silica and purified by flash chr...